The task is: describe an organic reaction: reactants, conditions, products, and yield. This data is from the Open Reaction Database (ORD), a public repository of structured organic reaction records. The reactants are [BH4-], O=Cc1ccc(Oc2ccc(OCc3ccccc3)cc2)c([N+](=O)[O-])c1, CCO, [Na+], O. Product: O=[N+]([O-])c1cc(CO)ccc1Oc1ccc(OCc2ccccc2)cc1. RXN SMILES: [BH4-:27].[CH2:1]([c:2]1[cH:3][cH:4][cH:5][cH:6][cH:7]1)[O:8][c:9]1[cH:10][cH:11][c:12]([O:13][c:14]2[c:15]([N+:22](=[O:23])[O-:24])[cH:16][c:17]([CH:18]=[O:19])[cH:20][cH:21]2)[cH:25][cH:26]1.[CH3:30][CH2:31][OH:32].[Na+:28].[OH2:29]>>[CH2:1]([c:2]1[cH:3][cH:4][cH:5][cH:6][cH:7]1)[O:8][c:9]1[cH:10][cH:11][c:12]([O:13][c:14]2[c:15]([N+:22](=[O:23])[O-:24])[cH:16][c:17]([CH2:18][OH:19])[cH:20][cH:21]2)[cH:25][cH:26]1. Reactants: N (Ammonia), BrCC1=C(C(=O)OCC)C=CC(=C1Cl)Cl (ethyl 2-bromomethyl-3,4-dichlorobenzoate). The solvent is CN(C=O)C (dimethylformamide). Run at temperature 25 celsius, time 1 hour. Yields the product ClC1=C2CNC(C2=CC=C1Cl)=O (4,5-di-chloro-2,3-dihydro-1H-isoindol-1-one). Reaction SMILES: [NH3:1].Br[CH2:3][C:4]1[C:14]([Cl:15])=[C:13]([Cl:16])[CH:12]=[CH:11][C:5]=1[C:6](OCC)=[O:7]>CN(C)C=O>[Cl:15][C:14]1[C:13]([Cl:16])=[CH:12][CH:11]=[C:5]2[C:4]=1[CH2:3][NH:1][C:6]2=[O:7]. Reported procedure: Ammonia was bubbled through a solution of ethyl 2-bromomethyl-3,4-dichlorobenzoate (25 g, 0.08 mol.) in 250 ml. of dimethylformamide for 1/2 hour at 0° C. The mixture was stirred for one hour at 25° C., poured on crushed ice and filtered. The solid was chromatographed on silica gel eluted ether, ethyl acetate and then acetone to give 4,5-di-chloro-2,3-dihydro-1H-isoindol-1-one. Starting materials: OC1=CC(OC(C1)(CCC1=CC(=CC=C1)O)CCC1=CC(=CC=C1)O)=O (4-Hydroxy-6,6-bis-[2-(3-hydroxy-phenyl)-ethyl]-5,6-dihydro-pyran-2-one), C(C)(C)(C)C1=C(C=C(C(=C1)CO)C)SS(=O)(=O)C1=CC=C(C=C1)C (toluene-4-thiosulfonic acid S-(2-tert-butyl-4-hydroxymethyl-5-methyl-phenyl) ester), C(=O)([O-])[O-].[K+].[K+] (K2CO3). Run in CN(C)C=O (DMF). The product is C(C)(C)(C)C1=C(C=C(C(=C1)CO)C)SC=1C(OC(CC1O)(CCC1=CC(=CC=C1)O)CCC1=CC(=CC=C1)O)=O (3-(2-tert-Butyl-4-hydroxymethyl-5-methyl-phenylsulfanyl)-4-hydroxy-6,6-bis-[2-(3-hydroxy-phenyl)ethyl]-5,6-dihydro-pyran-2-one). Reaction SMILES: [OH:1][C:2]1[CH2:7][C:6]([CH2:17][CH2:18][C:19]2[CH:24]=[CH:23][CH:22]=[C:21]([OH:25])[CH:20]=2)([CH2:8][CH2:9][C:10]2[CH:15]=[CH:14][CH:13]=[C:12]([OH:16])[CH:11]=2)[O:5][C:4](=[O:26])[CH:3]=1.[C:27]([C:31]1[CH:36]=[C:35]([CH2:37][OH:38])[C:34]([CH3:39])=[CH:33][C:32]=1[S:40]S(C1C=CC(C)=CC=1)(=O)=O)([CH3:30])([CH3:29])[CH3:28].C([O-])([O-])=O.[K+].[K+]>CN(C=O)C>[C:27]([C:31]1[CH:36]=[C:35]([CH2:37][OH:38])[C:34]([CH3:39])=[CH:33][C:32]=1[S:40][C:3]1[C:4](=[O:26])[O:5][C:6]([CH2:17][CH2:18][C:19]2[CH:24]=[CH:23][CH:22]=[C:21]([OH:25])[CH:20]=2)([CH2:8][CH2:9][C:10]2[CH:15]=[CH:14][CH:13]=[C:12]([OH:16])[CH:11]=2)[CH2:7][C:2]=1[OH:1])([CH3:30])([CH3:29])[CH3:28] |f:2.3.4|. Reported procedure: The compound was synthesized following General Method 9 and using 172 mg (0.5 mmol) of 4-hydroxy-6,6-bis-[2-(3-hydroxy-phenyl)-ethyl]-5,6-dihydro-pyran-2-one (prepared in Example XX), 179 mg (0.5 mmol) of toluene-4-thiosulfonic acid S-(2-tert-butyl-4-hydroxymethyl-5-methyl-phenyl) ester (prepared in Example FFF), 270 mg (2.0 mmol) of K2CO3, and 2 mL of DMF. The reaction was worked up as described and chromatographed on silica get eluting with (1:1 CH2Cl2 :EtOAc+2% MeOH), to yield the title compo...